From a dataset of the Open Reaction Database (ORD), a public repository of structured organic reaction records. describe an organic reaction: reactants, conditions, products, and yield The reactants are [BH3-]C#N, CC(=O)[O-], COC(=O)c1cccc2c1CC(C)(C)CC2=O, CO, [NH4+], [Na+], O. Product: COC(=O)c1cccc2c1CC(C)(C)CC2N. As a reaction SMILES: [C:23](#[N:24])[BH3-:25].[CH3:19][C:20](=[O:21])[O-:22].[CH3:1][C:2]1([CH3:17])[CH2:3][C:4](=[O:16])[c:5]2[cH:6][cH:7][cH:8][c:9]([C:12](=[O:13])[O:14][CH3:15])[c:10]2[CH2:11]1.[CH3:28][OH:29].[NH4+:18].[Na+:26].[OH2:27]>>[CH3:1][C:2]1([CH3:17])[CH2:3][CH:4]([NH2:24])[c:5]2[cH:6][cH:7][cH:8][c:9]([C:12](=[O:13])[O:14][CH3:15])[c:10]2[CH2:11]1. The reactants are NC1=CC(=NC(=C1F)CCC)C=O (4-amino-5-fluoro-6-propylpicolinaldehyde), ClN1C(N(C(C1(C)C)=O)Cl)=O (1,3-dichloro-5,5-dimethylimidazolidine-2,4-dione). Conditions: time 5 minute. Yields the product NC1=C(C(=NC(=C1F)CCC)C=O)Cl (4-amino-3-chloro-5-fluoro-6-propylpicolinaldehyde). Isolated yield 59.3%. As a reaction SMILES: [NH2:1][C:2]1[C:7]([F:8])=[C:6]([CH2:9][CH2:10][CH3:11])[N:5]=[C:4]([CH:12]=[O:13])[CH:3]=1.[Cl:14]N1C(C)(C)C(=O)N(Cl)C1=O>>[NH2:1][C:2]1[C:7]([F:8])=[C:6]([CH2:9][CH2:10][CH3:11])[N:5]=[C:4]([CH:12]=[O:13])[C:3]=1[Cl:14]. Reported procedure: To a flask equipped with a stir bar and reflux condenser was added 4-amino-5-fluoro-6-propylpicolinaldehyde (0.250 g, 1.372 mmol) and 1,3-dichloro-5,5-dimethylimidazolidine-2,4-dione (0.149 g, 0.755 mmol). The flask was sealed, evacuated and backfilled with N2. Acetonitrile (13.72 mL) was added, and the reaction mixture was stirred at room temperature for ˜5 min, then heated to reflux (˜2 h). The reaction mixture color changed from yellow to orange then green over the course of 2 h. The reaction... The reactants are C(C)OC(=O)C1CN(CC1C1=CC=C(C=C1)[N+](=O)[O-])C(CCC(=O)OCC)=O (1-(3-ethoxycarbonyl-propionyl)-4-(4-nitro-phenyl)-pyrrolidine-3-carboxylic acid ethyl ester). Reagents/catalysts: [Pd] (palladium on charcoal). Run in C(C)(=O)O (acetic acid). The product is C(C)OC(=O)C1CN(CC1C1=CC=C(C=C1)N)C(CCC(=O)OCC)=O (4-(4-Amino-phenyl)-1-(3-ethoxycarbonyl-propionyl)pyrrolidine-3-carboxylic Acid Ethyl Ester). The yield is 71.5%. As a reaction SMILES: [CH2:1]([O:3][C:4]([CH:6]1[CH:10]([C:11]2[CH:16]=[CH:15][C:14]([N+:17]([O-])=O)=[CH:13][CH:12]=2)[CH2:9][N:8]([C:20](=[O:28])[CH2:21][CH2:22][C:23]([O:25][CH2:26][CH3:27])=[O:24])[CH2:7]1)=[O:5])[CH3:2]>C(O)(=O)C.[Pd]>[CH2:1]([O:3][C:4]([CH:6]1[CH:10]([C:11]2[CH:16]=[CH:15][C:14]([NH2:17])=[CH:13][CH:12]=2)[CH2:9][N:8]([C:20](=[O:28])[CH2:21][CH2:22][C:23]([O:25][CH2:26][CH3:27])=[O:24])[CH2:7]1)=[O:5])[CH3:2]. Procedure details: A solution of 1-(3-ethoxycarbonyl-propionyl)-4-(4-nitro-phenyl)-pyrrolidine-3-carboxylic acid ethyl ester (0.33 g, Reference Example 12) in acetic acid (5 ml) and 10% palladium on charcoal (0.1 g) was stirred under a hydrogen atmosphere (1 bar) for 20 hours then filtered through a pad of celite. The filtrate was evaporated (40° C. and 2.7 kPa) affording the title compound (0.218 g) as an oil. MS [DCI (reactant gas, ammonia)]: 363 [M+H]+. The reactants are Cc1ccccc1, O=C=NC(=O)c1ccccc1Cl, O=[N+]([O-])c1ccccc1SNc1ccc(OC(F)(F)F)cc1. The product is O=C(NC(=O)N(Sc1ccccc1[N+](=O)[O-])c1ccc(OC(F)(F)F)cc1)c1ccccc1Cl. RXN SMILES: [CH3:35][c:36]1[cH:37][cH:38][cH:39][cH:40][cH:41]1.[Cl:1][c:2]1[c:3]([C:4](=[O:5])[N:6]=[C:7]=[O:8])[cH:9][cH:10][cH:11][cH:12]1.[F:13][C:14]([O:15][c:16]1[cH:17][cH:18][c:19]([NH:22][S:23][c:24]2[c:25]([N+:30](=[O:31])[O-:32])[cH:26][cH:27][cH:28][cH:29]2)[cH:20][cH:21]1)([F:33])[F:34]>>[Cl:1][c:2]1[c:3]([C:4](=[O:5])[NH:6][C:7](=[O:8])[N:22]([c:19]2[cH:18][cH:17][c:16]([O:15][C:14]([F:13])([F:33])[F:34])[cH:21][cH:20]2)[S:23][c:24]2[c:25]([N+:30](=[O:31])[O-:32])[cH:26][cH:27][cH:28][cH:29]2)[cH:9][cH:10][cH:11][cH:12]1. The reactants are N#Cc1nn(Cc2ccccc2F)c2ncccc12, C[O-], CC(=O)O, CO, [Cl-], [NH4+], [Na+]. Yields the product N=C(N)c1nn(Cc2ccccc2F)c2ncccc12. RXN SMILES: [C:1](#[N:2])[c:3]1[n:4][n:5]([CH2:12][c:13]2[c:14]([F:19])[cH:15][cH:16][cH:17][cH:18]2)[c:6]2[n:7][cH:8][cH:9][cH:10][c:11]12.[CH3:20][O-:21].[CH3:25][C:26](=[O:27])[OH:28].[CH3:29][OH:30].[Cl-:23].[NH4+:24].[Na+:22]>>[C:1]([NH2:2])([c:3]1[n:4][n:5]([CH2:12][c:13]2[c:14]([F:19])[cH:15][cH:16][cH:17][cH:18]2)[c:6]2[n:7][cH:8][cH:9][cH:10][c:11]12)=[NH:24].